describe an organic reaction: reactants, conditions, products, and yield From a dataset of the Open Reaction Database (ORD), a public repository of structured organic reaction records. Reactants: ClC1=C(C=CC(=C1)C(F)(F)F)C#CC(=O)O ((2-chloro-4-trifluoromethylphenyl)propynoic acid), ClC=1C=C(C=CC1CCN1CCC(CC1)C)N (3-chloro-4-[2-(4-methylpiperidin-1-yl)ethyl]phenylamine), petroleum ether ethyl acetate. Procedure details: Prepared analogously to Example 2.3.f. from (2-chloro-4-trifluoromethylphenyl)propynoic acid and 3-chloro-4-[2-(4-methylpiperidin-1-yl)ethyl]phenylamine. Yield: 0.21 g (45.3% of theory); C24H23Cl2F3N2O (M=483.36); calc.: molecular ion peak (M+H)+: 483/485/487; found: molecular ion peak (M+H)+: 483/485/487; Rf value: 0.65 (Alox, petroleum ether/ethyl acetate (1:1)). Product: ClC=1C=C(C=CC1CCN1CCC(CC1)C)NC(C#CC1=C(C=C(C=C1)C(F)(F)F)Cl)=O (3-(2-chloro-4-trifluoromethylphenyl)propynoic acid-{3-chloro-4-[2-(4-methylpiperidin-1-yl)ethyl]phenyl}amide). Reaction SMILES: [Cl:1][C:2]1[CH:7]=[C:6]([C:8]([F:11])([F:10])[F:9])[CH:5]=[CH:4][C:3]=1[C:12]#[C:13][C:14]([OH:16])=O.[Cl:17][C:18]1[CH:19]=[C:20]([NH2:33])[CH:21]=[CH:22][C:23]=1[CH2:24][CH2:25][N:26]1[CH2:31][CH2:30][CH:29]([CH3:32])[CH2:28][CH2:27]1>>[Cl:17][C:18]1[CH:19]=[C:20]([NH:33][C:14](=[O:16])[C:13]#[C:12][C:3]2[CH:4]=[CH:5][C:6]([C:8]([F:9])([F:10])[F:11])=[CH:7][C:2]=2[Cl:1])[CH:21]=[CH:22][C:23]=1[CH2:24][CH2:25][N:26]1[CH2:27][CH2:28][CH:29]([CH3:32])[CH2:30][CH2:31]1. The reactants are O1C(CCCC1)OCCN1N=CC(=C1)C1=CC=C2C(=N1)N(N=N2)CC=2SC1=C(C=NC=C1)N2 (5-(1-(2-(tetrahydro-2H-pyran-2-yloxy)ethyl)-1H-pyrazol-4-yl)-3-(thiazolo[4,5-c]pyridin-2-ylmethyl)-3H-[1,2,3]triazolo[4,5-b]pyridine). Solvent: CO.Cl (MeOH HCl). Run at time 1 hour. Yields the product S1C(=NC=2C=NC=CC21)CN2N=NC=1C2=NC(=CC1)C=1C=NN(C1)CCO (2-(4-(3-(Thiazolo[4,5-c]pyridin-2-ylmethyl)-3H-[1,2,3]triazolo[4,5-b]pyridin-5-yl)-1H-pyrazol-1-yl)ethanol). Reaction SMILES: O1CCCCC1[O:7][CH2:8][CH2:9][N:10]1[CH:14]=[C:13]([C:15]2[N:20]=[C:19]3[N:21]([CH2:24][C:25]4[S:26][C:27]5[CH:32]=[CH:31][N:30]=[CH:29][C:28]=5[N:33]=4)[N:22]=[N:23][C:18]3=[CH:17][CH:16]=2)[CH:12]=[N:11]1>CO.Cl>[S:26]1[C:27]2[CH:32]=[CH:31][N:30]=[CH:29][C:28]=2[N:33]=[C:25]1[CH2:24][N:21]1[C:19]2=[N:20][C:15]([C:13]3[CH:12]=[N:11][N:10]([CH2:9][CH2:8][OH:7])[CH:14]=3)=[CH:16][CH:17]=[C:18]2[N:23]=[N:22]1 |f:1.2|. Reported procedure: 5-(1-(2-(tetrahydro-2H-pyran-2-yloxy)ethyl)-1H-pyrazol-4-yl)-3-(thiazolo[4,5-c]pyridin-2-ylmethyl)-3H-[1,2,3]triazolo[4,5-b]pyridine (20 mg, 0.04 mmol) was dissolved in MeOH/HCl (2 mL). The reaction mixture was stirred at room temperature for 1 h, and then concentrated. The residue was purified by chromatography to afford the title compound. MS (m/z): 379 (M+1)+. Reactants: OC1CCC1, O=c1c(Cl)c(Cl)cnn1C1CCCCO1, [H-], [Na+], C1CCOC1. Product: O=c1c(Cl)c(OC2CCC2)cnn1C1CCCCO1. RXN SMILES: [CH:1]1([OH:5])[CH2:2][CH2:3][CH2:4]1.[Cl:8][c:9]1[c:10](=[O:22])[n:11]([CH:16]2[O:17][CH2:18][CH2:19][CH2:20][CH2:21]2)[n:12][cH:13][c:14]1[Cl:15].[H-:6].[Na+:7].[O:23]1[CH2:24][CH2:25][CH2:26][CH2:27]1>>[CH:1]1([O:5][c:14]2[c:9]([Cl:8])[c:10](=[O:22])[n:11]([CH:16]3[O:17][CH2:18][CH2:19][CH2:20][CH2:21]3)[n:12][cH:13]2)[CH2:2][CH2:3][CH2:4]1. The reactants are C(C)OC1=CC=C(C=C1)C=1C=CC2=C(C=C(CCS2(=O)=O)C(=O)NC2=CC=C(C=C2)CN(C2CCOCC2)C)C1 (7-(4-ethoxyphenyl)-N-[4-[[N-methyl-N-(tetrahydropyran-4-yl)amino]methyl]phenyl]-1,1-dioxo-2,3-dihydro-1-benzothiepine-4-carboxamide), CS(=O)(=O)O (methane sulfonic acid), CC(C)O (2-propanol). Run in C1CCOC1 (THF). Reaction conditions: time 0.5 hour. The product is CS(=O)(=O)O.C(C)OC1=CC=C(C=C1)C=1C=CC2=C(C=C(CCS2(=O)=O)C(=O)NC2=CC=C(C=C2)CN(C2CCOCC2)C)C1 (7-(4-ethoxyphenyl)-N-[4-[[N-methyl-N-(tetrahydropyran-4-yl)amino]methyl]phenyl]-1,1-dioxo-2,3-dihydro-1-benzothiepine-4-carboxamide methane sulfonate). RXN SMILES: [CH2:1]([O:3][C:4]1[CH:9]=[CH:8][C:7]([C:10]2[CH:11]=[CH:12][C:13]3[S:19](=[O:21])(=[O:20])[CH2:18][CH2:17][C:16]([C:22]([NH:24][C:25]4[CH:30]=[CH:29][C:28]([CH2:31][N:32]([CH3:39])[CH:33]5[CH2:38][CH2:37][O:36][CH2:35][CH2:34]5)=[CH:27][CH:26]=4)=[O:23])=[CH:15][C:14]=3[CH:40]=2)=[CH:6][CH:5]=1)[CH3:2].[CH3:41][S:42]([OH:45])(=[O:44])=[O:43].CC(O)C>C1COCC1>[CH3:41][S:42]([OH:45])(=[O:44])=[O:43].[CH2:1]([O:3][C:4]1[CH:5]=[CH:6][C:7]([C:10]2[CH:11]=[CH:12][C:13]3[S:19](=[O:21])(=[O:20])[CH2:18][CH2:17][C:16]([C:22]([NH:24][C:25]4[CH:30]=[CH:29][C:28]([CH2:31][N:32]([CH3:39])[CH:33]5[CH2:38][CH2:37][O:36][CH2:35][CH2:34]5)=[CH:27][CH:26]=4)=[O:23])=[CH:15][C:14]=3[CH:40]=2)=[CH:8][CH:9]=1)[CH3:2] |f:4.5|. Procedure details: To a solution of 7-(4-ethoxyphenyl)-N-[4-[[N-methyl-N-(tetrahydropyran-4-yl)amino]methyl]phenyl]-1,1-dioxo-2,3-dihydro-1-benzothiepine-4-carboxamide (2.5 g) in THF (200 ml) was added at room temperature methane sulfonic acid (0.29 ml), and the mixture was stirred for 0.5 hours. To the mixture was added 2-propanol, and the mixture was concentrated under reduced pressure. Precipitated crystals were dissolved at 90° C. in 2-propanol, and the mixture was cooled to room temperature and then cooled to...